The task is: describe an organic reaction: reactants, conditions, products, and yield. This data is from the Open Reaction Database (ORD), a public repository of structured organic reaction records. Yields the product Cc1ccccc1-c1cc(C#CCN)ncc1C(=O)N(C)Cc1cc(C(F)(F)F)cc(C(F)(F)F)c1. Reaction SMILES: [CH3:50][CH2:51][OH:52].[CH3:53][O:54][C:55]([CH3:56])([CH3:57])[CH3:58].[F:1][C:2]([c:3]1[cH:4][c:5]([CH2:6][N:7]([C:8]([c:9]2[cH:10][n:11][c:12]([C:22]#[C:23][CH2:24][N:25]3[C:26](=[O:27])[c:28]4[c:29]([cH:30][cH:31][cH:32][cH:33]4)[C:34]3=[O:35])[cH:13][c:14]2-[c:15]2[c:16]([CH3:21])[cH:17][cH:18][cH:19][cH:20]2)=[O:36])[CH3:37])[cH:38][c:39]([C:41]([F:42])([F:43])[F:44])[cH:40]1)([F:45])[F:46].[NH2:48][NH2:49].[OH2:47]>>[F:1][C:2]([c:3]1[cH:4][c:5]([CH2:6][N:7]([C:8]([c:9]2[cH:10][n:11][c:12]([C:22]#[C:23][CH2:24][NH2:25])[cH:13][c:14]2-[c:15]2[c:16]([CH3:21])[cH:17][cH:18][cH:19][cH:20]2)=[O:36])[CH3:37])[cH:38][c:39]([C:41]([F:42])([F:43])[F:44])[cH:40]1)([F:45])[F:46]. Reactants: CCO, COC(C)(C)C, Cc1ccccc1-c1cc(C#CCN2C(=O)c3ccccc3C2=O)ncc1C(=O)N(C)Cc1cc(C(F)(F)F)cc(C(F)(F)F)c1, NN, O. Reactants: C(C)OC(=O)C=1C=NC2=CC3=C(C=C2C1O)OCO3 (4-Hydroxy-6,7-methylenedioxy-3-quinolinecarboxylic acid ethyl ester), [OH-].[K+] (KOH). Run in C(C)O (ethanol). Conditions: time 20 hour. Product: OC1=C(C=NC2=CC3=C(C=C12)OCO3)C(=O)O (4-Hydroxy-6,7-methylenedioxy-3-quinolinecarboxylic acid). As a reaction SMILES: C([O:3][C:4]([C:6]1[CH:7]=[N:8][C:9]2[C:14]([C:15]=1[OH:16])=[CH:13][C:12]1[O:17][CH2:18][O:19][C:11]=1[CH:10]=2)=[O:5])C.[OH-].[K+]>C(O)C>[OH:16][C:15]1[C:14]2[C:9](=[CH:10][C:11]3[O:19][CH2:18][O:17][C:12]=3[CH:13]=2)[N:8]=[CH:7][C:6]=1[C:4]([OH:5])=[O:3] |f:1.2|. Reported procedure: 4-Hydroxy-6,7-methylenedioxy-3-quinolinecarboxylic acid ethyl ester (45.0 g, 0.172 mol) was added to a solution of KOH (16.8 g, 0.258 mol) in ethanol (500 mL) and the mixture was heated to reflux with stirring for 20 hours. The reaction flask was then cooled and ethanol was evaporated under reduced pressure. Then 800 mL of water were added with stirring to fully dissolve the potassium salt, and the solution was filtered to remove any impurities. Concentrated HCl was added to bring the mixture to...